From a dataset of the Open Reaction Database (ORD), a public repository of structured organic reaction records. describe an organic reaction: reactants, conditions, products, and yield Starting materials: C(CCC)[Li] (n-butyllithium), C1(=CC=CC=C1)C(=CC1=NN=NN1C)C1=CC=CC=C1 (2,2-diphenyl-1-(1-methyl-1H-tetrazol-5-yl)-ethene), C(=O)OCC (Ethyl formate). Run in CCCCCC (hexane), C1CCOC1 (THF). Run at temperature -78 celsius, time 30 minute. Product: C1(=CC=CC=C1)C(=C(C=O)C1=NN=NN1C)C1=CC=CC=C1 (3,3-Diphenyl-2-(1-methyl-1H-tetrazol-5-yl)propenal). The yield is 39.8%. As a reaction SMILES: [C:1]1([C:7]([C:15]2[CH:20]=[CH:19][CH:18]=[CH:17][CH:16]=2)=[CH:8][C:9]2[N:13]([CH3:14])[N:12]=[N:11][N:10]=2)[CH:6]=[CH:5][CH:4]=[CH:3][CH:2]=1.C([Li])CCC.[CH:26](OCC)=[O:27]>C1COCC1.CCCCCC>[C:15]1([C:7]([C:1]2[CH:2]=[CH:3][CH:4]=[CH:5][CH:6]=2)=[C:8]([C:9]2[N:13]([CH3:14])[N:12]=[N:11][N:10]=2)[CH:26]=[O:27])[CH:16]=[CH:17][CH:18]=[CH:19][CH:20]=1. Procedure: A solution of 2,2-diphenyl-1-(1-methyl-1H-tetrazol-5-yl)-ethene (3.75 g; 14.29 mmole) in dry THF (40 mL) was cooled to -78° C. and treated with n-butyllithium (6.3 mL of a 2.5 M soln. in hexane; 15.75 mmole) and the resulting mixture stirred at -78° C. for 30 minutes. Ethyl formate (1.5 mL; 18.58 mmole) was added and the mixture stirred at -78° C. for 2 hours. The reaction was quenched with 2N HCl and the solvent removed by evaporation. The residue was extracted with EtOAc (3×30 mL) and the comb... The reactants are N1CCC(CC1)NC(C1=CC=C(C=C1)F)=O (N-(piperidin-4-yl)-4-fluorobenzamide), C(C(C)(C)C)(=O)Cl (pivaloyl chloride), N1=CC=CC=C1 (pyridine), N,N-dimethylaminopyridine. Solvent: ClCCl (dichloromethane), ClCCl (dichloromethane). Conditions: time 1 day. Product: C(C)(C)OC(C)C (diisopropyl ether), C(C(C)(C)C)(=O)N1CCC(CC1)NC(C1=CC=C(C=C1)F)=O (N-(1-pivaloylpiperidin-4-yl)-4-fluorobenzamide). As a reaction SMILES: [NH:1]1[CH2:6][CH2:5][CH:4]([NH:7][C:8](=[O:16])[C:9]2[CH:14]=[CH:13][C:12]([F:15])=[CH:11][CH:10]=2)[CH2:3][CH2:2]1.[C:17](Cl)(=[O:22])[C:18]([CH3:21])([CH3:20])[CH3:19].N1C=CC=C[CH:25]=1>ClCCl>[CH:17]([O:22][CH:14]([CH3:13])[CH3:9])([CH3:18])[CH3:25].[C:17]([N:1]1[CH2:2][CH2:3][CH:4]([NH:7][C:8](=[O:16])[C:9]2[CH:14]=[CH:13][C:12]([F:15])=[CH:11][CH:10]=2)[CH2:5][CH2:6]1)(=[O:22])[C:18]([CH3:21])([CH3:20])[CH3:19]. Procedure details: To a suspension of N-(piperidin-4-yl)-4-fluorobenzamide (556 mg) in dichloromethane (5 ml) were added pivaloyl chloride (0.37 ml), pyridine (0.24 ml) and N,N-dimethylaminopyridine (25 mg) at ambient temperature. After stirring for 1 day, the mixture was diluted with dichloromethane, and washed with water and brine. After drying with magnesium sulfate, the solvents were removed under reduced pressure. After trituration with diisopropyl ether, N-(1-pivaloylpiperidin-4-yl)-4-fluorobenzamide (305 mg... Starting materials: C(C1=CC=CC=C1)(=O)NC1=CC=C(C=C1)C1=CC=C2CN(C(C2=C1)=O)[C@H](C(=O)O)C(C)C ((S)-2-(6-(4-Benzamidophenyl)-1-oxoisoindolin-2-yl)-3-methylbutanoic acid), C(C)OC=1C=C(C(=O)NC2=CC=C(C=C2)C2=CC=C3CN(C(C3=C2)=O)[C@H](C(=O)OC)C(C)C)C=C(C1)OCC ((S)-Methyl 2-(6-(4-(3,5-diethoxybenzamido)phenyl)-1-oxoisoindolin-2-yl)-3-methylbutanoate). Product: C(C)OC=1C=C(C(=O)NC2=CC=C(C=C2)C2=CC=C3CN(C(C3=C2)=O)[C@H](C(=O)O)C(C)C)C=C(C1)OCC ((S)-2-(6-(4-(3,5-Diethoxybenzamido)phenyl)-1-oxoisoindolin-2-yl)-3-methyl butanoic acid). Isolated yield 82.0%. Reaction SMILES: C(NC1C=CC(C2C=C3C(CN([C@@H](C(C)C)C(O)=O)C3=O)=CC=2)=CC=1)(=O)C1C=CC=CC=1.[CH2:33]([O:35][C:36]1[CH:37]=[C:38]([CH:66]=[C:67]([O:69][CH2:70][CH3:71])[CH:68]=1)[C:39]([NH:41][C:42]1[CH:47]=[CH:46][C:45]([C:48]2[CH:56]=[C:55]3[C:51]([CH2:52][N:53]([C@@H:58]([CH:63]([CH3:65])[CH3:64])[C:59]([O:61]C)=[O:60])[C:54]3=[O:57])=[CH:50][CH:49]=2)=[CH:44][CH:43]=1)=[O:40])[CH3:34]>>[CH2:33]([O:35][C:36]1[CH:37]=[C:38]([CH:66]=[C:67]([O:69][CH2:70][CH3:71])[CH:68]=1)[C:39]([NH:41][C:42]1[CH:47]=[CH:46][C:45]([C:48]2[CH:56]=[C:55]3[C:51]([CH2:52][N:53]([C@@H:58]([CH:63]([CH3:64])[CH3:65])[C:59]([OH:61])=[O:60])[C:54]3=[O:57])=[CH:50][CH:49]=2)=[CH:44][CH:43]=1)=[O:40])[CH3:34]. Procedure: The compound of example 146 was prepared analogous to compound of example 98 by hydrolysis of compound of example 145. Reactants: [Br-], COC(=O)C1N(c2ccccc2)CC2CCCN21, C1CCOC1, C[Mg+], [Cl-], [Cl-], [Cl-], [Mg+2], [NH4+]. Product: CC(=O)C1N(c2ccccc2)CC2CCCN21. Reaction SMILES: [Br-:22].[C:1](=[O:2])([O:3][CH3:4])[CH:5]1[N:6]2[CH2:7][CH2:8][CH2:9][CH:10]2[CH2:11][N:12]1[c:13]1[cH:14][cH:15][cH:16][cH:17][cH:18]1.[CH2:27]1[O:28][CH2:29][CH2:30][CH2:31]1.[CH3:23][Mg+:24].[Cl-:19].[Cl-:21].[Cl-:25].[Mg+2:20].[NH4+:26]>>[C:1](=[O:2])([CH:5]1[N:6]2[CH2:7][CH2:8][CH2:9][CH:10]2[CH2:11][N:12]1[c:13]1[cH:14][cH:15][cH:16][cH:17][cH:18]1)[CH3:23]. The reactants are [N+](=O)([O-])C1=C(C=CC=C1)F (2-nitro-fluorobenzene), C=1C=CC(=C(C1)C(=O)CCN)N (kynuramine), C([O-])([O-])=O.[K+].[K+] (potassium carbonate). The solvent is CN(C)C=O (DMF). Yields the product NC1=C(C(=O)C(CN)C2=C(C=CC=C2)[N+](=O)[O-])C=CC=C1 (2-(2-aminobenzoyl)-N-2-nitrophenylethylamine). Reaction SMILES: [N+:1]([C:4]1[CH:9]=[CH:8][CH:7]=[CH:6][C:5]=1F)([O-:3])=[O:2].[CH:11]1[CH:12]=[CH:13][C:14]([NH2:22])=[C:15]([C:17]([CH2:19][CH2:20][NH2:21])=[O:18])[CH:16]=1.C(=O)([O-])[O-].[K+].[K+]>CN(C=O)C>[NH2:22][C:14]1[CH:13]=[CH:12][CH:11]=[CH:16][C:15]=1[C:17]([CH:19]([C:5]1[CH:6]=[CH:7][CH:8]=[CH:9][C:4]=1[N+:1]([O-:3])=[O:2])[CH2:20][NH2:21])=[O:18] |f:2.3.4|. Reported procedure: 2 ml of 2-nitro-fluorobenzene were reacted in 20 ml DMF, at room temperature, with 5 g of kynuramine and 3 g of potassium carbonate, to yield the desired product; reaction time was 2 h. The reaction mixture was placed in 250 ml of water and stirred. It was extracted into ethylacetate (2×100 ml), ethylacetate layer was washed twice with water (50 ml), dried with sodium sulphate and the solvent was distilled off. The crude material was purified by column chromatography run with ethylacetate and he... The reactants are CCc1cc(-c2noc(-c3cc(CC(C)C)cc(C)n3)n2)cc(C)c1O, CC(C)O, OCC(O)CCl, [Na+], [OH-], O. Yields the product CCc1cc(-c2noc(-c3cc(CC(C)C)cc(C)n3)n2)cc(C)c1OCC(O)CO. Reaction SMILES: [CH2:1]([CH3:2])[c:3]1[c:4]([OH:26])[c:5]([CH3:25])[cH:6][c:7](-[c:9]2[n:10][o:11][c:12](-[c:14]3[n:15][c:16]([CH3:24])[cH:17][c:18]([CH2:20][CH:21]([CH3:22])[CH3:23])[cH:19]3)[n:13]2)[cH:8]1.[CH:33]([OH:34])([CH3:35])[CH3:36].[Cl:27][CH2:28][CH:29]([CH2:30][OH:31])[OH:32].[Na+:38].[OH-:37].[OH2:39]>>[CH2:1]([CH3:2])[c:3]1[c:4]([O:26][CH2:28][CH:29]([CH2:30][OH:31])[OH:32])[c:5]([CH3:25])[cH:6][c:7](-[c:9]2[n:10][o:11][c:12](-[c:14]3[n:15][c:16]([CH3:24])[cH:17][c:18]([CH2:20][CH:21]([CH3:22])[CH3:23])[cH:19]3)[n:13]2)[cH:8]1.